Dataset: the Open Reaction Database (ORD), a public repository of structured organic reaction records. Task: describe an organic reaction: reactants, conditions, products, and yield The reactants are NC1=CC=C2C(=N1)C(=CN2)C2CCN(CC2)C(=O)OC(C)(C)C (5-amino-3-(1-tert-butoxycarbonylpiperidin-4-yl)pyrrolo[3,2-b]pyridine), C(C)(=O)Cl (acetyl chloride). Product: C(C)(=O)NC1=CC=C2C(=N1)C(=CN2)C2CCNCC2 (5-(N-[acetyl]amino)-3-(piperidin-4-yl)pyrrolo[3,2-b]pyridine). RXN SMILES: [NH2:1][C:2]1[N:7]=[C:6]2[C:8]([CH:11]3[CH2:16][CH2:15][N:14](C(OC(C)(C)C)=O)[CH2:13][CH2:12]3)=[CH:9][NH:10][C:5]2=[CH:4][CH:3]=1.[C:24](Cl)(=[O:26])[CH3:25]>>[C:24]([NH:1][C:2]1[N:7]=[C:6]2[C:8]([CH:11]3[CH2:12][CH2:13][NH:14][CH2:15][CH2:16]3)=[CH:9][NH:10][C:5]2=[CH:4][CH:3]=1)(=[O:26])[CH3:25]. Reported procedure: Beginning with 0.015 gm (0.047 mMol) 5-amino-3-(1-tert-butoxycarbonylpiperidin-4-yl)pyrrolo[3,2-b]pyridine and 0.004 mL (0.062 mMol) acetyl chloride, the title compound was prepared. Yields the product O=C(CCC(=O)O)NCC1=CC=CC=C1 (4-Oxo-4-(phenylmethylamino)butanoic acid). RXN SMILES: [CH2:1]([NH2:8])[C:2]1[CH:7]=[CH:6][CH:5]=[CH:4][CH:3]=1.[C:9]1(=[O:15])[O:14][C:12](=[O:13])[CH2:11][CH2:10]1>C1COCC1>[O:15]=[C:9]([NH:8][CH2:1][C:2]1[CH:7]=[CH:6][CH:5]=[CH:4][CH:3]=1)[CH2:10][CH2:11][C:12]([OH:14])=[O:13]. Solvent: C1CCOC1 (THF). The reactants are C(C1=CC=CC=C1)N (benzyl amine), C1(CCC(=O)O1)=O (succinic anhydride). Reported procedure: A mixture of benzyl amine (10.7 g) and succinic anhydride (10 g) was stirred in THF (1 liter) for 2 days. The solid was filtered and dissolved in 1N NaOH (110 ml). The aqueous phase was washed with Et2O and then made acidic with conc HCl while cooling in an ice-water bath. The solid was collected, washed with water and dried under high vacuum. There was obtained 10.9 g (53%) of the title compound as a white powder m. p. 137.5°-138°. Yield: 52.7%.